This data is from the Open Reaction Database (ORD), a public repository of structured organic reaction records. The task is: describe an organic reaction: reactants, conditions, products, and yield Starting materials: N1=CC=CC=C1 (pyridine), C(C)(C)C1=C(N)C(=CC=C1)C(C)C (2,6-diisopropylaniline), [OH-].[Na+] (NaOH), C1(=CC=CC=C1)[O-] (phenolate), C(C)(C)(C)C1=C(C=CC(=C1)C(C)(C)C)O (2,4-Ditertbutylphenol). The solvent is O (water), C1(=CC=CC=C1)C (toluene). Product: C(C)(C)C1=C(C(=CC=C1)C(C)C)N=NC1=C(C(=CC(=C1)C(C)(C)C)C(C)(C)C)O (2-(2′,6′-Diisopropylphenylazo)-4,6-ditertbutylphenol). As a reaction SMILES: [CH:1]([C:4]1[CH:10]=[CH:9][CH:8]=[C:7]([CH:11]([CH3:13])[CH3:12])[C:5]=1[NH2:6])([CH3:3])[CH3:2].C1([O-])C=CC=CC=1.[C:21]([C:25]1[CH:30]=[C:29]([C:31]([CH3:34])([CH3:33])[CH3:32])[CH:28]=[CH:27][C:26]=1[OH:35])([CH3:24])([CH3:23])[CH3:22].[OH-].[Na+].[N:38]1C=CC=CC=1>C1(C)C=CC=CC=1.O>[CH:11]([C:7]1[CH:8]=[CH:9][CH:10]=[C:4]([CH:1]([CH3:3])[CH3:2])[C:5]=1[N:6]=[N:38][C:27]1[CH:28]=[C:29]([C:31]([CH3:34])([CH3:33])[CH3:32])[CH:30]=[C:25]([C:21]([CH3:24])([CH3:23])[CH3:22])[C:26]=1[OH:35])([CH3:13])[CH3:12] |f:3.4|. Procedure details: This phenol was prepared, as described for above, from a theoretical yield of 7.4 mmol of diazotized 2,6-diisopropylaniline and a phenolate solution comprised of 2,4-Ditertbutylphenol (1.42 g), water (15 mL), NaOH (0.5 g), pyridine (3 mL), and toluene (6 mL) Yield=0.98 g (36%).